From a dataset of the Open Reaction Database (ORD), a public repository of structured organic reaction records. describe an organic reaction: reactants, conditions, products, and yield The reactants are BrC=1C(=NC=C(C1)F)N (3-bromo-5-fluoropyridin-2-amine), C1(CCCCC1)OC1=CC=C(C=N1)B(O)O (6-(cyclohexyloxy)pyridin-3-ylboronic acid), C([O-])([O-])=O.[Na+].[Na+] (sodium carbonate), CCOC(=O)C (EtOAc). The reagents and catalysts are C=1C=CC(=CC1)[P](C=2C=CC=CC2)(C=3C=CC=CC3)[Pd]([P](C=4C=CC=CC4)(C=5C=CC=CC5)C=6C=CC=CC6)([P](C=7C=CC=CC7)(C=8C=CC=CC8)C=9C=CC=CC9)[P](C=1C=CC=CC1)(C=1C=CC=CC1)C=1C=CC=CC1 (Tetrakis(triphenylphosphine)palladium(0)). Run in COCCOC (DME), O (water), O (Water). Run at temperature 90 celsius, time 3 hour. The product is C1(CCCCC1)OC1=CC=C(C=N1)C=1C(=NC=C(C1)F)N (6′-(cyclohexyloxy)-5-fluoro-3,3′-bipyridin-2-amine). Yield: 93.1%. Reaction SMILES: Br[C:2]1[C:3]([NH2:9])=[N:4][CH:5]=[C:6]([F:8])[CH:7]=1.[CH:10]1([O:16][C:17]2[N:22]=[CH:21][C:20](B(O)O)=[CH:19][CH:18]=2)[CH2:15][CH2:14][CH2:13][CH2:12][CH2:11]1.C(=O)([O-])[O-].[Na+].[Na+].CCOC(C)=O>COCCOC.O.C1C=CC([P]([Pd]([P](C2C=CC=CC=2)(C2C=CC=CC=2)C2C=CC=CC=2)([P](C2C=CC=CC=2)(C2C=CC=CC=2)C2C=CC=CC=2)[P](C2C=CC=CC=2)(C2C=CC=CC=2)C2C=CC=CC=2)(C2C=CC=CC=2)C2C=CC=CC=2)=CC=1>[CH:10]1([O:16][C:17]2[N:22]=[CH:21][C:20]([C:2]3[C:3]([NH2:9])=[N:4][CH:5]=[C:6]([F:8])[CH:7]=3)=[CH:19][CH:18]=2)[CH2:15][CH2:14][CH2:13][CH2:12][CH2:11]1 |f:2.3.4,^1:48,50,69,88|. Reported procedure: Tetrakis(triphenylphosphine)palladium(0) (36.3 mg) was added to a suspension of 3-bromo-5-fluoropyridin-2-amine (200 mg), 6-(cyclohexyloxy)pyridin-3-ylboronic acid (255 mg) and sodium carbonate (222 mg) in DME (5 mL) and water (1 mL) and the mixture was stirred at 90° C. under nitrogen for 3 hr. Water and EtOAc were added and the organic layer was separated, washed with brine, dried over anhydrous sodium sulfate and concentrated in vacuo. The residue was purified by column chromatography (silica... The product is CC=1NC(=C(C(C1C(=O)OCC(CN(C)CC1=CC=CC=C1)(C)C)C1=C(C(=CC=C1)[N+](=O)[O-])Cl)C(=O)OC)C (3-(N-benzyl-N-methylamino)-2,2-dimethylpropyl methyl 2,6-dimethyl-4-(2-chloro-3-nitrophenyl)-1,4-dihydropyridine-3,5-dicarboxylate). Solvent: CC(C)O (2-propanol). Isolated yield 51.9%. The reactants are ClC1=C(C=O)C=CC=C1[N+](=O)[O-] (2-chloro-3-nitrobenzaldehyde), N\C(=C/C(=O)OC)\C (methyl 3-aminocrotonate), C(CC(=O)C)(=O)OCC(CN(C)CC1=CC=CC=C1)(C)C (3-(N-benzyl-N-methylamino)-2,2-dimethylpropyl acetoacetate). Procedure details: A mixture of 128.7 mg of 2-chloro-3-nitrobenzaldehyde, 88 mg of methyl 3-aminocrotonate and 220 mg of 3-(N-benzyl-N-methylamino)-2,2-dimethylpropyl acetoacetate in 1 ml of 2-propanol was refluxed for 8 hours, and then the solvent was distilled off under reduced pressure. The residue was purified by a column chromatography on silica gel to yield 200 mg of desired compound (136). As a reaction SMILES: [Cl:1][C:2]1[C:9]([N+:10]([O-:12])=[O:11])=[CH:8][CH:7]=[CH:6][C:3]=1[CH:4]=O.[NH2:13]/[C:14](/[CH3:20])=[CH:15]\[C:16]([O:18][CH3:19])=[O:17].[C:21]([O:27][CH2:28][C:29]([CH3:41])([CH3:40])[CH2:30][N:31]([CH2:33][C:34]1[CH:39]=[CH:38][CH:37]=[CH:36][CH:35]=1)[CH3:32])(=[O:26])[CH2:22][C:23]([CH3:25])=O>CC(O)C>[CH3:25][C:23]1[NH:13][C:14]([CH3:20])=[C:15]([C:16]([O:18][CH3:19])=[O:17])[CH:4]([C:3]2[CH:6]=[CH:7][CH:8]=[C:9]([N+:10]([O-:12])=[O:11])[C:2]=2[Cl:1])[C:22]=1[C:21]([O:27][CH2:28][C:29]([CH3:41])([CH3:40])[CH2:30][N:31]([CH2:33][C:34]1[CH:39]=[CH:38][CH:37]=[CH:36][CH:35]=1)[CH3:32])=[O:26]. Reactants: BrC1=CC(=C(C(=O)OC)C(=C1)O)F (Methyl 4-bromo-2-fluoro-6-hydroxybenzoate), CS(=O)[O-].[Na+] (sodium methanesulfinate), N1[C@H](C(=O)O)CCC1 (L-proline), C(=O)([O-])[O-].[K+].[K+] (K2CO3). The reagents and catalysts are [Cu]I (CuI). Solvent: CS(=O)C (DMSO). Run at temperature 95 celsius. The product is FC1=C(C(=O)OC)C(=CC(=C1)S(=O)(=O)C)O (METHYL 2-FLUORO-6-HYDROXY-4-(METHYLSULFONYL)BENZOATE). Isolated yield 10.1%. As a reaction SMILES: Br[C:2]1[CH:11]=[C:10]([OH:12])[C:5]([C:6]([O:8][CH3:9])=[O:7])=[C:4]([F:13])[CH:3]=1.[CH3:14][S:15]([O-:17])=[O:16].[Na+].N1CCC[C@H]1C(O)=O.C([O-])([O-])=O.[K+].[K+]>CS(C)=O.[Cu]I>[F:13][C:4]1[CH:3]=[C:2]([S:15]([CH3:14])(=[O:17])=[O:16])[CH:11]=[C:10]([OH:12])[C:5]=1[C:6]([O:8][CH3:9])=[O:7] |f:1.2,4.5.6|. Procedure: Methyl 4-bromo-2-fluoro-6-hydroxybenzoate (1.7 g, 5.6 mmol), sodium methanesulfinate (95%) (0.91 g, 8.5 mmol), CuI (0.64 g, 3.4 mmol), L-proline (0.78 g, 6.8 mmol) and K2CO3 (0.47 g, 3.4 mmol) was dissolved in DMSO (dry) (10 ml). Nitrogen was bubbled through the solution for 15 min. The mixture was stirred and heated at 95° C. for 6 h under nitrogen. After cooling to RT, the mixture was filtered on a plug of silica and eluted with ETOAc. The filtrate was washed with 1M citric acid. The waterlaye... The reactants are CC(C)(C)c1ccc(Br)cc1, COc1ccc(N)cc1, COCCOC, CCCCCCCCCCCC, [K+], [K+], [K+], O=C(C=Cc1ccccc1)C=Cc1ccccc1, O=C(C=Cc1ccccc1)C=Cc1ccccc1, O=C(C=Cc1ccccc1)C=Cc1ccccc1, O=P([O-])([O-])[O-], [Pd], [Pd]. The product is COc1ccc(Nc2ccc(C(C)(C)C)cc2)cc1. As a reaction SMILES: [Br:9][c:10]1[cH:11][cH:12][c:13]([C:16]([CH3:17])([CH3:18])[CH3:19])[cH:14][cH:15]1.[CH3:20][O:21][c:22]1[cH:23][cH:24][c:25]([NH2:28])[cH:26][cH:27]1.[CH3:29][O:30][CH2:31][CH2:32][O:33][CH3:34].[CH3:35][CH2:36][CH2:37][CH2:38][CH2:39][CH2:40][CH2:41][CH2:42][CH2:43][CH2:44][CH2:45][CH3:46].[K+:6].[K+:7].[K+:8].[O:49]=[C:50]([CH:51]=[CH:52][c:53]1[cH:54][cH:55][cH:56][cH:57][cH:58]1)[CH:59]=[CH:60][c:61]1[cH:62][cH:63][cH:64][cH:65][cH:66]1.[O:67]=[C:68]([CH:69]=[CH:70][c:71]1[cH:72][cH:73][cH:74][cH:75][cH:76]1)[CH:77]=[CH:78][c:79]1[cH:80][cH:81][cH:82][cH:83][cH:84]1.[O:85]=[C:86]([CH:87]=[CH:88][c:89]1[cH:90][cH:91][cH:92][cH:93][cH:94]1)[CH:95]=[CH:96][c:97]1[cH:98][cH:99][cH:100][cH:101][cH:102]1.[P:1]([O-:2])([O-:3])([O-:4])=[O:5].[Pd:47].[Pd:48]>>[c:10]1([NH:28][c:25]2[cH:24][cH:23][c:22]([O:21][CH3:20])[cH:27][cH:26]2)[cH:11][cH:12][c:13]([C:16]([CH3:17])([CH3:18])[CH3:19])[cH:14][cH:15]1. RXN SMILES: [Cl:1][C:2]1[C:7]([Cl:8])=[CH:6][CH:5]=[CH:4][C:3]=1[CH:9]=[C:10]([C:25](=O)[CH3:26])[C:11]([O:13][C@@H:14]([C:19]1[CH:24]=[CH:23][CH:22]=[CH:21][CH:20]=1)[C:15]([Cl:18])([Cl:17])[Cl:16])=[O:12].[NH2:28][C:29]([CH2:35][F:36])=[CH:30][C:31]([O:33][CH3:34])=[O:32]>C(O)(C)(C)C>[Cl:1][C:2]1[C:7]([Cl:8])=[CH:6][CH:5]=[CH:4][C:3]=1[CH:9]1[C:10]([C:11]([O:13][C@@H:14]([C:19]2[CH:20]=[CH:21][CH:22]=[CH:23][CH:24]=2)[C:15]([Cl:18])([Cl:17])[Cl:16])=[O:12])=[C:25]([CH3:26])[NH:28][C:29]([CH2:35][F:36])=[C:30]1[C:31]([O:33][CH3:34])=[O:32]. Solvent: C(C)(C)(C)O (tert-butanol). The product is ClC1=C(C=CC=C1Cl)C1C(=C(NC(=C1C(=O)O[C@H](C(Cl)(Cl)Cl)C1=CC=CC=C1)C)CF)C(=O)OC (3-Methyl 5-((S)-2,2,2-trichloro- 1-phenylethyl) 4-(2,3-dichlorophenyl)-2-(fluoromethyl)-1,4-dihydro-6-methyl-3,5-pyridinedicarboxylate). The reactants are ClC1=C(C=CC=C1Cl)C=C(C(=O)O[C@H](C(Cl)(Cl)Cl)C1=CC=CC=C1)C(C)=O ((S)-2,2,2-Trichloro-1-phenylethyl 2-(2,3-dichlorophenylmethylene)-3-oxobutanoate), NC(=CC(=O)OC)CF (methyl 3-amino-4-fluoro-2-butenoate). Procedure details: (S)-2,2,2-Trichloro-1-phenylethyl 2-(2,3-dichlorophenylmethylene)-3-oxobutanoate (10.8 g, 23 mmoles) and methyl 3-amino-4-fluoro-2-butenoate (3.7 g, 28 mmoles) were heated at 55° in dry tert-butanol (50 ml) for 68 hours. The solvent was removed and the residue purified and separated into single diastereomers by HPLC eluting with methylene chloride/petroleum ether (60°-80° ) mixtures. Starting materials: CO, CC(Nc1nc(Nc2cc(C3CC3)[nH]n2)c(F)cc1C#N)c1ccc(F)cc1, [K+], [OH-], OO. Product: CC(Nc1nc(Nc2cc(C3CC3)[nH]n2)c(F)cc1C(N)=O)c1ccc(F)cc1. RXN SMILES: [CH3:33][OH:34].[CH:1]1([c:4]2[cH:5][c:6]([NH:9][c:10]3[n:11][c:12]([NH:19][CH:20]([CH3:21])[c:22]4[cH:23][cH:24][c:25]([F:28])[cH:26][cH:27]4)[c:13]([C:14]#[N:15])[cH:16][c:17]3[F:18])[n:7][nH:8]2)[CH2:2][CH2:3]1.[K+:30].[OH-:29].[OH:31][OH:32]>>[CH:1]1([c:4]2[cH:5][c:6]([NH:9][c:10]3[n:11][c:12]([NH:19][CH:20]([CH3:21])[c:22]4[cH:23][cH:24][c:25]([F:28])[cH:26][cH:27]4)[c:13]([C:14]([NH2:15])=[O:29])[cH:16][c:17]3[F:18])[n:7][nH:8]2)[CH2:2][CH2:3]1. The reactants are C1(=CC=CC=C1)CC#CC=1N=C(SC1)C1CCN(CC1)C(=O)OC(C)(C)C (tert-Butyl 4-[4-(3-phenylprop-1-yn-1-yl)-1,3-thiazol-2-yl]piperidine-1-carboxylate), CC1=CC(=NN1CC(=O)O)C(F)(F)F ([5-methyl-3-(trifluoromethyl)-1H-pyrazol-1-yl]acetic acid). Yields the product CC1=CC(=NN1CC(=O)N1CCC(CC1)C=1SC=C(N1)C#CCC1=CC=CC=C1)C(F)(F)F (2-[5-Methyl-3-(trifluoromethyl)-1H-pyrazol-1-yl]-1-{4-[4-(3-phenylprop-1-yn-1-yl)-1,3-thiazol-2-yl]piperidin-1-yl}ethanone). RXN SMILES: [C:1]1([CH2:7][C:8]#[C:9][C:10]2[N:11]=[C:12]([CH:15]3[CH2:20][CH2:19][N:18]([C:21]([O:23]C(C)(C)C)=O)[CH2:17][CH2:16]3)[S:13][CH:14]=2)[CH:6]=[CH:5][CH:4]=[CH:3][CH:2]=1.[CH3:28][C:29]1[N:33]([CH2:34]C(O)=O)[N:32]=[C:31]([C:38]([F:41])([F:40])[F:39])[CH:30]=1>>[CH3:28][C:29]1[N:33]([CH2:34][C:21]([N:18]2[CH2:17][CH2:16][CH:15]([C:12]3[S:13][CH:14]=[C:10]([C:9]#[C:8][CH2:7][C:1]4[CH:2]=[CH:3][CH:4]=[CH:5][CH:6]=4)[N:11]=3)[CH2:20][CH2:19]2)=[O:23])[N:32]=[C:31]([C:38]([F:41])([F:39])[F:40])[CH:30]=1. Reported procedure: tert-Butyl 4-[4-(3-phenylprop-1-yn-1-yl)-1,3-thiazol-2-yl]piperidine-1-carboxylate (IV-5, 320 mg) is then deprotected dann analogously to Example II-2 and then reacted analogously to Example I-81 with [5-methyl-3-(trifluoromethyl)-1H-pyrazol-1-yl]acetic acid (174 mg). After chromatographic purification, this gives 2-[5-methyl-3-(trifluoromethyl)-1H-pyrazol-1-yl]-1-{4-[4-(3-phenylprop-1-yn-1-yl)-1,3-thiazol-2-yl]piperidin-1-yl}ethanone (33 mg). Reaction SMILES: [F:1][C:2]1[CH:3]=[CH:4][C:5]([NH:9][C:10]([C:12]2[C:17]([NH:18]C3C=NC=CC=3)=[CH:16][CH:15]=[C:14]([CH3:25])[N:13]=2)=[O:11])=[N:6][C:7]=1[CH3:8].Br[C:27]1[CH:32]=[C:31]([F:33])[CH:30]=[C:29]([F:34])[CH:28]=1>>[F:1][C:2]1[CH:3]=[CH:4][C:5]([NH:9][C:10]([C:12]2[C:17]([NH:18][C:27]3[CH:32]=[C:31]([F:33])[CH:30]=[C:29]([F:34])[CH:28]=3)=[CH:16][CH:15]=[C:14]([CH3:25])[N:13]=2)=[O:11])=[N:6][C:7]=1[CH3:8]. The product is FC=1C=CC(=NC1C)NC(=O)C1=NC(=CC=C1NC1=CC(=CC(=C1)F)F)C (3-(3,5-Difluoro-phenylamino)-6-methyl-pyridine-2-carboxylic acid (5-fluoro-6-methyl-pyridin-2-yl)-amide). Procedure details: The title compound, was prepared from 3-Amino-6-methyl-pyridine-2-carboxylic acid (5-fluoro-6-methyl-pyridin-2-yl)-amide (example 11) in accordance with the general method of example 20 using 1-Bromo-3,5-difluorobenzene instead of 3-Bromo-4-methylpyridine to yield the final compound as a light yellow crystalline solid, MS (ISP): m/e=373.1 (M+H+). Starting materials: FC=1C=CC(=NC1C)NC(=O)C1=NC(=CC=C1NC=1C=NC=CC1)C (6-Methyl-3-(pyridin-3-ylamino)-pyridine-2-carboxylic acid (5-fluoro-6-methyl-pyridin-2-yl)-amide), BrC1=CC(=CC(=C1)F)F (1-Bromo-3,5-difluorobenzene). Starting materials: ClCCl, COc1cc(NC2CCN(C(=O)OC(C)(C)C)CC2)ccc1F, O=C(O)C(F)(F)F. The product is COc1cc(NC2CCNCC2)ccc1F. As a reaction SMILES: [Cl:31][CH2:32][Cl:33].[F:1][c:2]1[c:3]([O:22][CH3:23])[cH:4][c:5]([NH:8][CH:9]2[CH2:10][CH2:11][N:12]([C:15]([O:16][C:17]([CH3:18])([CH3:19])[CH3:20])=[O:21])[CH2:13][CH2:14]2)[cH:6][cH:7]1.[F:24][C:25]([F:26])([F:27])[C:28]([OH:29])=[O:30]>>[F:1][c:2]1[c:3]([O:22][CH3:23])[cH:4][c:5]([NH:8][CH:9]2[CH2:10][CH2:11][NH:12][CH2:13][CH2:14]2)[cH:6][cH:7]1. The reactants are FC1=CC=C(CN2C(N(CC2)C=2C=C(C(=O)OC)C=CN2)=O)C=C1 (methyl 2-(3-(4-fluorobenzyl)-2-oxoimidazolidin-1-yl)isonicotinate), O=C1N(CCN1CC1=CC=NC=C1)C=1C=C(C(=O)OC)C=CN1 (methyl 2-(2-oxo-3-(pyridin-4-ylmethyl)imidazolidin-1-yl)isonicotinate), C(C1=CC=CC=C1)N (benzylamine). Product: C(C1=CC=CC=C1)NC(C1=CC(=NC=C1)N1C(N(CC1)CC1=CC=NC=C1)=O)=O (N-benzyl-2-(2-oxo-3-(pyridin-4-ylmethyl)imidazolidin-1-yl)isonicotinamide). The yield is 37.0%. RXN SMILES: F[C:2]1[CH:24]=[CH:23][C:5]([CH2:6][N:7]2CCN(C3C=C(C=CN=3)C(OC)=O)C2=O)=[CH:4][CH:3]=1.[O:25]=[C:26]1[N:30]([CH2:31][C:32]2[CH:37]=[CH:36][N:35]=[CH:34][CH:33]=2)[CH2:29][CH2:28][N:27]1[C:38]1[CH:39]=[C:40]([CH:45]=[CH:46][N:47]=1)[C:41]([O:43]C)=O.C(N)C1C=CC=CC=1>>[CH2:6]([NH:7][C:41](=[O:43])[C:40]1[CH:45]=[CH:46][N:47]=[C:38]([N:27]2[CH2:28][CH2:29][N:30]([CH2:31][C:32]3[CH:33]=[CH:34][N:35]=[CH:36][CH:37]=3)[C:26]2=[O:25])[CH:39]=1)[C:5]1[CH:23]=[CH:24][CH:2]=[CH:3][CH:4]=1. Reported procedure: Following the procedure as described in Example 15, making variations as required to replace methyl 2-(3-(4-fluorobenzyl)-2-oxoimidazolidin-1-yl)isonicotinate with methyl 2-(2-oxo-3-(pyridin-4-ylmethyl)imidazolidin-1-yl)isonicotinate to react with benzylamine, N-benzyl-2-(2-oxo-3-(pyridin-4-ylmethyl)imidazolidin-1-yl)isonicotinamide was obtained as a colorless solid in 37% yield: mp 154-156° C.; 1H NMR (300 MHz, DMSO-d6) δ 9.25 (t, J=5.9 Hz, 1H), 8.60 (s, 1H), 8.52-8.50 (m, 2H), 8.38 (d, J=5.4 H...